From a dataset of the Open Reaction Database (ORD), a public repository of structured organic reaction records. describe an organic reaction: reactants, conditions, products, and yield RXN SMILES: F[C:2]1[CH:3]=[N:4][CH:5]=[CH:6][C:7]=1[C:8]1[O:9][C:10]2[CH:16]=[CH:15][C:14]([C:17]([F:20])([F:19])[F:18])=[CH:13][C:11]=2[N:12]=1.C(=O)([O-])[O-].[K+].[K+].[CH2:27]([OH:30])[CH:28]=[CH2:29]>O>[CH2:27]([O:30][C:2]1[CH:3]=[N:4][CH:5]=[CH:6][C:7]=1[C:8]1[O:9][C:10]2[CH:16]=[CH:15][C:14]([C:17]([F:20])([F:19])[F:18])=[CH:13][C:11]=2[N:12]=1)[CH:28]=[CH2:29] |f:1.2.3|. Procedure details: A mixture of 0.28 g of 2-(3-fluoropyridin-4-yl)-5-(trifluoromethyl)benzoxazole, 0.27 g of potassium carbonate and 3 ml of allyl alcohol was stirred while heating at 100° C. for two hours. The reaction mixture was cooled to room temperature, and then water was added to the reaction mixture, followed by extraction with ethyl acetate twice. The combined organic layers were washed with a saturated sodium chloride solution, dried over anhydrous magnesium sulfate, and concentrated under reduced pressu... Product: C(C=C)OC=1C=NC=CC1C=1OC2=C(N1)C=C(C=C2)C(F)(F)F (2-(3-allyloxypyridin-4-yl)-5-(trifluoromethyl)benzoxazole). Starting materials: FC=1C=NC=CC1C=1OC2=C(N1)C=C(C=C2)C(F)(F)F (2-(3-fluoropyridin-4-yl)-5-(trifluoromethyl)benzoxazole), C([O-])([O-])=O.[K+].[K+] (potassium carbonate), C(C=C)O (allyl alcohol). Reaction conditions: temperature 100 celsius. Run in O (water). The reactants are CC1NCCC(C1)C1=NC=C2C(N1)=CC(=N2)C2=CC1=C(O2)C=CC=C1 (2-(2-methyl-4-piperidylpyrrolo[4,5-d]pyrimidin-6-yl)benzo[b]furan), CCOC(=O)C (EtOAc), Cl (HCl). Run in CO (MeOH). Yields the product O.Cl.CC1NCCC(C1)C1=NC=C2C(N1)=CC(=N2)C2=CC1=C(O2)C=CC=C1 (2-(2-Methyl-4-piperidylpyrrolo[4,5-d]pyrimidin-6-yl)benzo[b]furan Hydrochloride Monohydrate). Yield: 179.9%. RXN SMILES: [CH3:1][CH:2]1[CH2:7][CH:6]([C:8]2[NH:13][C:12]3=[CH:14][C:15]([C:17]4[O:21][C:20]5[CH:22]=[CH:23][CH:24]=[CH:25][C:19]=5[CH:18]=4)=[N:16][C:11]3=[CH:10][N:9]=2)[CH2:5][CH2:4][NH:3]1.CCOC(C)=O.[ClH:32]>CO>[OH2:21].[ClH:32].[CH3:1][CH:2]1[CH2:7][CH:6]([C:8]2[NH:13][C:12]3=[CH:14][C:15]([C:17]4[O:21][C:20]5[CH:22]=[CH:23][CH:24]=[CH:25][C:19]=5[CH:18]=4)=[N:16][C:11]3=[CH:10][N:9]=2)[CH2:5][CH2:4][NH:3]1 |f:4.5.6|. Procedure details: Using the method described in Example 30 by employing 2-(1-pyrrolidinylvinyl)benzo[b]furan (freshly prepared before use) (2.21 g, 10.4 mmol), 2-methyl-4,6-dichloro-5-nitropyrimidine (Example 76(b)) (2.10 g, 10.4 mmol), N,N-diisopropylethyl amine (Aldrich Chemical Company) (1.8 mL, 10.4 mmol), piperidine (Aldrich Chemical Company) (1.6 mL, 16.6 mmol), NEt3 (Aldrich Chemical Company) (2.0 mL) and SnCl2 (31 mL of a 2M solution in DMF). The residue was purified by flash chromatography on silica gel ... Reactants: CC#N, Nc1ccccc1, O=CC(=O)O, O, OB(O)c1csc2ccccc12. Product: O=C(O)C(Nc1ccccc1)c1csc2ccccc12. RXN SMILES: [CH3:26][C:27]#[N:28].[NH2:13][c:14]1[cH:15][cH:16][cH:17][cH:18][cH:19]1.[O:21]=[CH:22][C:23](=[O:24])[OH:25].[OH2:20].[s:1]1[c:2]2[c:3]([c:4]([B:6]([OH:7])[OH:8])[cH:5]1)[cH:9][cH:10][cH:11][cH:12]2>>[s:1]1[c:2]2[c:3]([c:4]([CH:22]([NH:13][c:14]3[cH:15][cH:16][cH:17][cH:18][cH:19]3)[C:23](=[O:24])[OH:25])[cH:5]1)[cH:9][cH:10][cH:11][cH:12]2. Starting materials: CCOC(C)=O, CO, O=c1ccoc2ccc([N+](=O)[O-])cc12. Yields the product Nc1ccc2occc(=O)c2c1. RXN SMILES: [C:15]([O:16][CH2:17][CH3:18])(=[O:19])[CH3:20].[CH3:21][OH:22].[N+:1]([O-:2])(=[O:3])[c:4]1[cH:5][c:6]2[c:7](=[O:14])[cH:8][cH:9][o:10][c:11]2[cH:12][cH:13]1>>[NH2:1][c:4]1[cH:5][c:6]2[c:7](=[O:14])[cH:8][cH:9][o:10][c:11]2[cH:12][cH:13]1. The reactants are ClC1=CC(=NC2=C(C3=C(C=C12)C(C=C(O3)C(=O)OCC)=O)CCC)C(=O)OC (Ethyl 6-chloro-8-methoxycarbonyl-4-oxo-10-propyl-4H-pyrano[3,2-g]quinoline-2-carboxylate), O (water), CO (methanol), [OH-].[Na+] (sodium hydroxide). The solvent is C([O-])(O)=O.[Na+] (sodium bicarbonate). Product: ClC1=CC(=NC2=C(C3=C(C=C12)C(C=C(O3)C(=O)O)=O)CCC)C(=O)O (6-Chloro-4-oxo-10-propyl-4H-pyrano[3,2-g]quinoline-2,8-dicarboxylic acid). Isolated yield 65.5%. RXN SMILES: [Cl:1][C:2]1[C:11]2[C:6](=[C:7]([CH2:22][CH2:23][CH3:24])[C:8]3[O:15][C:14]([C:16]([O:18]CC)=[O:17])=[CH:13][C:12](=[O:21])[C:9]=3[CH:10]=2)[N:5]=[C:4]([C:25]([O:27]C)=[O:26])[CH:3]=1.CO.[OH-].[Na+].O>C(=O)(O)[O-].[Na+]>[Cl:1][C:2]1[C:11]2[C:6](=[C:7]([CH2:22][CH2:23][CH3:24])[C:8]3[O:15][C:14]([C:16]([OH:18])=[O:17])=[CH:13][C:12](=[O:21])[C:9]=3[CH:10]=2)[N:5]=[C:4]([C:25]([OH:27])=[O:26])[CH:3]=1 |f:2.3,5.6|. Procedure: Ethyl 6-chloro-8-methoxycarbonyl-4-oxo-10-propyl-4H-pyrano[3,2-g]quinoline-2-carboxylate (1.313 g) was suspended in refluxing methanol (300 mls) and 0.1 M sodium hydroxide solution (65 mls) was added dropwise, with stirring. The whole was then refluxed for ten minutes, cooled, poured into water and acidified. The precipitated product was extracted into ethyl acetate, washed with water, dried with magnesium sulphate, filtered and volatiles removed in vacuo, affording 1.05 g of the crude sub-title... Reactants: NC1=CC=CC(=N1)NCC1=C(C(=C(C(=C1CC)CNC1=NC(=CC=C1)N)CC)CNC1=NC(=CC=C1)N)CC (1,3,5-Tris[(6-amino-pyridin-2-yl)aminomethyl]-2,4,6-triethylbenzene), COC(CC(C)=O)OC (4,4-dimethoxy-2-butanone), OP(=O)(O)O (H3PO4). The solvent is O (water). Reaction conditions: time 2 hour. Product: CC1=CC=C2C=CC(=NC2=N1)NCC1=C(C(=C(C(=C1CC)CNC1=NC2=NC(=CC=C2C=C1)C)CC)CNC1=NC2=NC(=CC=C2C=C1)C)CC (1,3,5-Tris[(7-methyl-naphthyridin-2-yl)aminomethyl]-2,4,6-triethylbenzene). The yield is 23.0%. RXN SMILES: [NH2:1][C:2]1[N:7]=[C:6]([NH:8][CH2:9][C:10]2[C:15]([CH2:16][CH3:17])=[C:14]([CH2:18][NH:19][C:20]3[CH:25]=[CH:24][CH:23]=[C:22]([NH2:26])[N:21]=3)[C:13]([CH2:27][CH3:28])=[C:12]([CH2:29][NH:30][C:31]3[CH:36]=[CH:35][CH:34]=[C:33]([NH2:37])[N:32]=3)[C:11]=2[CH2:38][CH3:39])[CH:5]=[CH:4][CH:3]=1.CO[CH:42](OC)[CH2:43][C:44](=O)[CH3:45].OP(O)(O)=O>O>[CH3:42][C:43]1[N:37]=[C:33]2[C:34]([CH:35]=[CH:36][C:31]([NH:30][CH2:29][C:12]3[C:13]([CH2:27][CH3:28])=[C:14]([CH2:18][NH:19][C:20]4[CH:25]=[CH:24][C:23]5[C:22](=[N:26][C:4]([CH3:5])=[CH:3][CH:2]=5)[N:21]=4)[C:15]([CH2:16][CH3:17])=[C:10]([CH2:9][NH:8][C:6]4[CH:5]=[CH:4][C:3]5[C:2](=[N:1][C:11]([CH3:12])=[CH:10][CH:9]=5)[N:7]=4)[C:11]=3[CH2:38][CH3:39])=[N:32]2)=[CH:45][CH:44]=1. Procedure details: 1,3,5-Tris[(6-amino-pyridin-2-yl)aminomethyl]-2,4,6-triethylbenzene (2b) (4.7 g, 8.9 mmol), 4,4-dimethoxy-2-butanone (26.3 mmol), and H3PO4 (50 mL) were held at 90° for 4 h and then stirred at room temperature for 2 h. The reaction mixture was poured into water (300 mL), neutralized, and extracted several times with chloroform. The collected organic layers were dried over MgSO4 and the solvent was removed under reduced pressure. The crude product was purified several times by column chromatograp... Reactants: [N-]=[N+]=NC1CN(Cc2ccccc2)CC1N=[N+]=[N-], C1CCOC1, O, c1ccc(P(c2ccccc2)c2ccccc2)cc1. Yields the product [N-]=[N+]=NC1CN(Cc2ccccc2)CC1N. As a reaction SMILES: [N:1](=[N+:2]=[N-:3])[CH:4]1[CH2:5][N:6]([CH2:12][c:13]2[cH:14][cH:15][cH:16][cH:17][cH:18]2)[CH2:7][CH:8]1[N:9]=[N+:10]=[N-:11].[O:39]1[CH2:40][CH2:41][CH2:42][CH2:43]1.[OH2:38].[c:19]1([P:20]([c:21]2[cH:22][cH:23][cH:24][cH:25][cH:26]2)[c:27]2[cH:28][cH:29][cH:30][cH:31][cH:32]2)[cH:33][cH:34][cH:35][cH:36][cH:37]1>>[NH2:1][CH:4]1[CH2:5][N:6]([CH2:12][c:13]2[cH:14][cH:15][cH:16][cH:17][cH:18]2)[CH2:7][CH:8]1[N:9]=[N+:10]=[N-:11]. The reactants are CO (methanol), N1=CC=CC=C1 (pyridine), C1(=CC=CC=C1)CC(=O)NC1[C@@H]2N(C(=C(CS2)CO)C(=O)OC(C2=CC=CC=C2)C2=CC=CC=C2)C1=O (benzhydryl 7-phenylacetamido-3-hydroxymethyl-3-cephem-4-carboxylate), P(Cl)(Cl)(Cl)(Cl)Cl (phosphorus pentachloride). Run in C(Cl)Cl (methylene chloride). Run at temperature -20 celsius, time 5 minute. Yields the product NC1[C@@H]2N(C(=C(CS2)CCl)C(=O)OC(C2=CC=CC=C2)C2=CC=CC=C2)C1=O (Benzhydryl 7-amino-3-chloromethyl-3-cephem-4-carboxylate). Reaction SMILES: N1C=CC=CC=1.C1(CC([NH:16][CH:17]2[C:42](=[O:43])[N:19]3[C:20]([C:26]([O:28][CH:29]([C:36]4[CH:41]=[CH:40][CH:39]=[CH:38][CH:37]=4)[C:30]4[CH:35]=[CH:34][CH:33]=[CH:32][CH:31]=4)=[O:27])=[C:21]([CH2:24]O)[CH2:22][S:23][C@H:18]23)=O)C=CC=CC=1.P(Cl)(Cl)(Cl)(Cl)[Cl:45].CO>C(Cl)Cl>[NH2:16][CH:17]1[C:42](=[O:43])[N:19]2[C:20]([C:26]([O:28][CH:29]([C:36]3[CH:41]=[CH:40][CH:39]=[CH:38][CH:37]=3)[C:30]3[CH:35]=[CH:34][CH:33]=[CH:32][CH:31]=3)=[O:27])=[C:21]([CH2:24][Cl:45])[CH2:22][S:23][C@H:18]12. Reported procedure: 19.64 ml (0.242 mol) of pyridine are added to a suspension of 50 g (0.0972 mol) of benzhydryl 7-phenylacetamido-3-hydroxymethyl-3-cephem-4-carboxylate in 500 ml of methylene chloride at room temperature. After cooling to -20° C., 40.48 g (0.0972 mol) of phosphorus pentachloride are added and the mixture is stirred at -20° C. for 5 minutes. The mixture is warmed to 0° C. with an icebath and stirred for 10 minutes, and is then warmed to 15° C. with a waterbath and stirred for 1 hour. Thereafter, t... The reactants are ICCC (1-iodopropane), C(C=1C(O)=CC(O)=CC1C)(=O)OC (methyl orsellinate), C([O-])(O)=O.[Na+] (sodium bicarbonate). The solvent is CN(C)C=O (DMF). Run at temperature 60 celsius, time 8 hour. Yields the product COC(C1=C(C=C(C=C1C)OCCC)O)=O (2-hydroxy-6-methyl-4-propoxy-benzoic acid methyl ester). As a reaction SMILES: I[CH2:2][CH2:3][CH3:4].[C:5]([O:16][CH3:17])(=[O:15])[C:6]1[C:7](=[CH:9][C:10](=[CH:12][C:13]=1[CH3:14])[OH:11])[OH:8].C(=O)(O)[O-].[Na+]>CN(C=O)C>[CH3:17][O:16][C:5](=[O:15])[C:6]1[C:13]([CH3:14])=[CH:12][C:10]([O:11][CH2:2][CH2:3][CH3:4])=[CH:9][C:7]=1[OH:8] |f:2.3|. Reported procedure: A mixture of 1-iodopropane (1.87 g, 10.98 mmol), methyl orsellinate (2.0 g, 10.98 mmol), and sodium bicarbonate (1.84 g, 21.96 mmol) in DMF is stirred at 60° C. overnight. The mixture is cooled and partitioned between EtOAc and water. The EtOAc layer is washed with brine, dried over magnesium sulfate, and concentrated to give the crude product. Purification by silica gel chromatography using 2% EtOAc in hexane as the eluent gives 2-hydroxy-6-methyl-4-propoxy-benzoic acid methyl ester. The reactants are O=C([O-])[O-], O=[N+]([O-])c1cccc(-c2ccc(O)c(OC3CCCC3)c2)c1, BrC1CCCC1, ClCCl, [Cs+], [Cs+], CN(C)C=O, Oc1ccccc1. Product: COc1ccc(-c2cccc([N+](=O)[O-])c2)cc1OC1CCCC1. As a reaction SMILES: [C:23](=[O:24])([O-:25])[O-:26].[CH:1]1([O:6][c:7]2[c:8]([OH:22])[cH:9][cH:10][c:11](-[c:13]3[cH:14][c:15]([N+:19](=[O:20])[O-:21])[cH:16][cH:17][cH:18]3)[cH:12]2)[CH2:2][CH2:3][CH2:4][CH2:5]1.[CH:29]1([Br:30])[CH2:31][CH2:32][CH2:33][CH2:34]1.[Cl:47][CH2:48][Cl:49].[Cs+:27].[Cs+:28].[O:42]=[CH:43][N:44]([CH3:45])[CH3:46].[OH:35][c:36]1[cH:37][cH:38][cH:39][cH:40][cH:41]1>>[CH:1]1([O:6][c:7]2[c:8]([O:22][CH3:23])[cH:9][cH:10][c:11](-[c:13]3[cH:14][c:15]([N+:19](=[O:20])[O-:21])[cH:16][cH:17][cH:18]3)[cH:12]2)[CH2:2][CH2:3][CH2:4][CH2:5]1.